This data is from the Open Reaction Database (ORD), a public repository of structured organic reaction records. The task is: describe an organic reaction: reactants, conditions, products, and yield Reactants: Cc1cc(-c2ccc([N+](=O)[O-])cc2)ccc1C(=O)CBr, CCOC(C)=O, [H-], [Na+], C1CCOC1, O, CCOC(=O)C(CCc1ccccc1)C(=O)OCC. Product: CCOC(=O)C(CCc1ccccc1)(CC(=O)c1ccc(-c2ccc([N+](=O)[O-])cc2)cc1C)C(=O)OCC. As a reaction SMILES: [Br:22][CH2:23][C:24](=[O:25])[c:26]1[c:27]([CH3:41])[cH:28][c:29](-[c:32]2[cH:33][cH:34][c:35]([N+:38](=[O:39])[O-:40])[cH:36][cH:37]2)[cH:30][cH:31]1.[CH3:42][CH2:43][O:44][C:45](=[O:46])[CH3:47].[H-:1].[Na+:2].[O:48]1[CH2:49][CH2:50][CH2:51][CH2:52]1.[OH2:53].[c:3]1([CH2:9][CH2:10][CH:11]([C:12](=[O:13])[O:14][CH2:15][CH3:16])[C:17](=[O:18])[O:19][CH2:20][CH3:21])[cH:4][cH:5][cH:6][cH:7][cH:8]1>>[c:3]1([CH2:9][CH2:10][C:11]([C:12](=[O:13])[O:14][CH2:15][CH3:16])([C:17](=[O:18])[O:19][CH2:20][CH3:21])[CH2:23][C:24](=[O:25])[c:26]2[c:27]([CH3:41])[cH:28][c:29](-[c:32]3[cH:33][cH:34][c:35]([N+:38](=[O:39])[O-:40])[cH:36][cH:37]3)[cH:30][cH:31]2)[cH:4][cH:5][cH:6][cH:7][cH:8]1. Reactants: O[C@@H]1CO[C@@H](CC[C@H]1NC(OC(C)(C)C)=O)C1=C(C=NN1C)[N+](=O)[O-] (tert-butyl ((3S,4R,7S)-3-hydroxy-7-(1-methyl-4-nitro-1H-pyrazol-5-yl)oxepan-4-yl)carbamate), O[C@@H]1CO[C@@H](CC[C@H]1NC(OC(C)(C)C)=O)C1=C(C=NN1C)[N+](=O)[O-] (tert-butyl ((3S,4R,7S)-3-hydroxy-7-(1-methyl-4-nitro-1H-pyrazol-5-yl)oxepan-4-yl)carbamate), FC1=C(C(=CC(=C1)OCCOC)F)C1=C(C=CC(=N1)C(=O)O)F (6-(2,6-difluoro-4-(2-methoxyethoxy)phenyl)-5-fluoropicolinic acid). Product: N[C@@H]1CC[C@H](OC[C@H]1O)C1=C(C=NN1C)NC(C1=NC(=C(C=C1)F)C1=C(C=C(C=C1F)OCCOC)F)=O (N-(5-((2S,5R,6S)-5-Amino-6-hydroxyoxepan-2-yl)-1-methyl-1H-pyrazol-4-yl)-6-(2,6-difluoro-4-(2-methoxyethoxy)phenyl)-5-fluoropicolinamide). Yield: 71.0%. As a reaction SMILES: [OH:1][C@H:2]1[C@H:8]([NH:9]C(=O)OC(C)(C)C)[CH2:7][CH2:6][C@@H:5]([C:17]2[N:21]([CH3:22])[N:20]=[CH:19][C:18]=2[N+:23]([O-])=O)[O:4][CH2:3]1.[F:26][C:27]1[CH:32]=[C:31]([O:33][CH2:34][CH2:35][O:36][CH3:37])[CH:30]=[C:29]([F:38])[C:28]=1[C:39]1[N:44]=[C:43]([C:45](O)=[O:46])[CH:42]=[CH:41][C:40]=1[F:48]>>[NH2:9][C@H:8]1[C@H:2]([OH:1])[CH2:3][O:4][C@H:5]([C:17]2[N:21]([CH3:22])[N:20]=[CH:19][C:18]=2[NH:23][C:45](=[O:46])[C:43]2[CH:42]=[CH:41][C:40]([F:48])=[C:39]([C:28]3[C:29]([F:38])=[CH:30][C:31]([O:33][CH2:34][CH2:35][O:36][CH3:37])=[CH:32][C:27]=3[F:26])[N:44]=2)[CH2:6][CH2:7]1. Procedure: Following the procedure for Example 111 starting from tert-butyl ((3S,4R,7S)-3-hydroxy-7-(1-methyl-4-nitro-1H-pyrazol-5-yl)oxepan-4-yl)carbamate (Intermediate 94), and replacing 5-((tert-butoxycarbonyl)amino)-2-(2,6-difluorophenyl)thiazole-4-carboxylic acid with 6-(2,6-difluoro-4-(2-methoxyethoxy)phenyl)-5-fluoropicolinic acid (see US2012/225062) gave 191 as a white solid (73 mg, 71%). 1H NMR (400 MHz, d6-DMSO) δ 10.22 (s, 1H), 8.25 (dd, J=8.6, 4.0 Hz, 1H), 8.12 (t, J=8.9 Hz, 1H), 7.82 (s, 1H), ... Reactants: O=C([O-])[O-], Nc1cc(Cl)ccc1[N+](=O)[O-], [K+], [K+], [Na+], [OH-], Oc1ccccc1. Yields the product Nc1cc(Oc2ccccc2)ccc1[N+](=O)[O-]. As a reaction SMILES: [C:19](=[O:20])([O-:21])[O-:22].[Cl:1][c:2]1[cH:3][cH:4][c:5]([N+:9](=[O:10])[O-:11])[c:6]([NH2:7])[cH:8]1.[K+:23].[K+:24].[Na+:26].[OH-:25].[OH:12][c:13]1[cH:14][cH:15][cH:16][cH:17][cH:18]1>>[c:2]1([O:12][c:13]2[cH:14][cH:15][cH:16][cH:17][cH:18]2)[cH:3][cH:4][c:5]([N+:9](=[O:10])[O-:11])[c:6]([NH2:7])[cH:8]1. The reactants are COC(C(NC(CN1C(C(CC1=O)CC1=CC=C(C=C1)C=NN)=O)=O)CCC1=CC=CC=C1)=O ({3-[4-(aminoiminomethyl)benzyl]-2,5-dioxopyrrolidin-1-yl}acetyl-D,L-homophenylalanine methyl ester), Cl (hydrochloric acid). Yields the product NN=CC1=CC=C(CC2C(N(C(C2)=O)CC(=O)NC(CCC2=CC=CC=C2)C(=O)O)=O)C=C1 ({3-[4-(aminoiminomethyl)benzyl]-2,5-dioxopyrrolidin-1-yl}acetyl-D,L-homophenylalanine). Isolated yield 55.0%. As a reaction SMILES: C[O:2][C:3](=[O:34])[CH:4]([CH2:26][CH2:27][C:28]1[CH:33]=[CH:32][CH:31]=[CH:30][CH:29]=1)[NH:5][C:6](=[O:25])[CH2:7][N:8]1[C:12](=[O:13])[CH2:11][CH:10]([CH2:14][C:15]2[CH:20]=[CH:19][C:18]([CH:21]=[N:22][NH2:23])=[CH:17][CH:16]=2)[C:9]1=[O:24].Cl>>[NH2:23][N:22]=[CH:21][C:18]1[CH:17]=[CH:16][C:15]([CH2:14][CH:10]2[CH2:11][C:12](=[O:13])[N:8]([CH2:7][C:6]([NH:5][CH:4]([C:3]([OH:34])=[O:2])[CH2:26][CH2:27][C:28]3[CH:29]=[CH:30][CH:31]=[CH:32][CH:33]=3)=[O:25])[C:9]2=[O:24])=[CH:20][CH:19]=1. Procedure details: 45 mg of {3-[4-(aminoiminomethyl)benzyl]-2,5-dioxopyrrolidin-1-yl}acetyl-D,L-homophenylalanine methyl ester are allowed to stand at room temperature for 1 h with 5 ml of concentrated hydrochloric acid. The mixture is then concentrated to dryness in vacuo, and the residue is taken up in a little water and freeze-dried. 24 mg of {3-[4-(aminoiminomethyl)benzyl]-2,5-dioxopyrrolidin-1-yl}acetyl-D,L-homophenylalanine are obtained. Starting materials: C(C)(=O)NCCNC1=CC(=NC(=N1)C1=CC=CC=C1)NC(C(=O)OC)=O (methyl [(6-{[2-(acetylamino)ethyl]amino}-2-phenylpyrimidin-4-yl)amino](oxo)acetate), solution, C1(=CC=CC=C1)N1CCNCC1 (4-phenylpiperazine), solution, ClCCl (dichloromethane). Run in CS(=O)C (DMSO). Reaction conditions: time 16 hour. Yields the product C(C)(=O)NCCNC1=CC(=NC(=N1)C1=CC=CC=C1)NC(C(=O)O)=O ([(6-{[2-(Acetylamino)ethyl]amino}-2-phenylpyrimidin-4-yl)amino](oxo)acetic acid). RXN SMILES: [C:1]([NH:4][CH2:5][CH2:6][NH:7][C:8]1[N:13]=[C:12]([C:14]2[CH:19]=[CH:18][CH:17]=[CH:16][CH:15]=2)[N:11]=[C:10]([NH:20][C:21](=[O:26])[C:22]([O:24]C)=[O:23])[CH:9]=1)(=[O:3])[CH3:2].C1(N2CCNCC2)C=CC=CC=1.ClCCl>CS(C)=O>[C:1]([NH:4][CH2:5][CH2:6][NH:7][C:8]1[N:13]=[C:12]([C:14]2[CH:19]=[CH:18][CH:17]=[CH:16][CH:15]=2)[N:11]=[C:10]([NH:20][C:21](=[O:26])[C:22]([OH:24])=[O:23])[CH:9]=1)(=[O:3])[CH3:2]. Procedure: To a well of a 96 well microtitre plate were added methyl [(6-{[2-(acetylamino)ethyl]amino}-2-phenylpyrimidin-4-yl)amino](oxo)acetate (30 μl of a 0.3M solution in anhydrous DMSO) and 4-phenylpiperazine (30 μl of a 1.5M solution). This solution was left to shake on a plate shaker for 16 hrs. After this time 800 μl of dichloromethane were added, then 100 mg of PS-NCO. The plate was sealed, then mixed for 48 hrs. The slurry was filtered and the solvents removed in vacuo, to furnish the title compou... Reactants: C(C=C)C=1C=C(C(=O)OC)C=CC1C (methyl 3-allyl-4-methylbenzoate), O.NN (hydrazine hydrate). Run in C(C)O (ethanol). Product: C(C=C)C=1C=C(C(=O)NN)C=CC1C (3-allyl-4-methyl-benzoic acid hydrazide). RXN SMILES: [CH2:1]([C:4]1[CH:5]=[C:6]([CH:11]=[CH:12][C:13]=1[CH3:14])[C:7](OC)=[O:8])[CH:2]=[CH2:3].O.[NH2:16][NH2:17]>C(O)C>[CH2:1]([C:4]1[CH:5]=[C:6]([CH:11]=[CH:12][C:13]=1[CH3:14])[C:7]([NH:16][NH2:17])=[O:8])[CH:2]=[CH2:3] |f:1.2|. Reported procedure: A solution of methyl 3-allyl-4-methylbenzoate (2.84 g, 15 mmol) and hydrazine hydrate (2.1 mL, 37.5 mmol) in ethanol (5 mL) was heated to 100° C. for 6 hours. After cooling, the mixture was partitioned between ethyl acetate and water, and the combined organic layers were washed with brine, dried (MgSO4), filtered, and concentrated under reduced pressure to give 3-allyl-4-methyl-benzoic acid hydrazide as a white solid. (Yield 2.80 g, 98.1%).